Dataset: the Open Reaction Database (ORD), a public repository of structured organic reaction records. Task: describe an organic reaction: reactants, conditions, products, and yield The product is O=C(Cl)c1cccc(NC(=O)c2ccccc2)c1. RXN SMILES: [C:1]([c:2]1[cH:3][cH:4][cH:5][cH:6][cH:7]1)(=[O:8])[NH:9][c:10]1[cH:11][c:12]([C:13](=[O:14])[OH:15])[cH:16][cH:17][cH:18]1.[CH3:23][c:24]1[cH:25][cH:26][cH:27][cH:28][cH:29]1.[S:19]([Cl:20])([Cl:21])=[O:22]>>[C:1]([c:2]1[cH:3][cH:4][cH:5][cH:6][cH:7]1)(=[O:8])[NH:9][c:10]1[cH:11][c:12]([C:13](=[O:14])[Cl:21])[cH:16][cH:17][cH:18]1. The reactants are O=C(O)c1cccc(NC(=O)c2ccccc2)c1, Cc1ccccc1, O=S(Cl)Cl.